From a dataset of the Open Reaction Database (ORD), a public repository of structured organic reaction records. describe an organic reaction: reactants, conditions, products, and yield Starting materials: Br, Br, Cc1ccc(C)cc1. The product is Cc1ccc(C)c(Br)c1. Reaction SMILES: [Br:1].[BrH:2].[CH3:3][c:4]1[cH:5][cH:6][c:7]([CH3:8])[cH:9][cH:10]1>>[Br:2][c:5]1[c:4]([CH3:3])[cH:10][cH:9][c:7]([CH3:8])[cH:6]1. Starting materials: C(O)([O-])=O.[Na+] (sodium hydrogen carbonate), Cl.C(C)(=O)C1=C(C(=C(OCC(OCC)=N)C=C1)CCC)O (ethyl 2-(4-acetyl-3-hydroxy-2-propylphenoxy)acetimidate hydrochloride). RXN SMILES: C(=O)([O-])O.[Na+].Cl.[C:7]([C:10]1[CH:22]=[CH:21][C:13]([O:14][CH2:15][C:16](=[NH:20])[O:17][CH2:18][CH3:19])=[C:12]([CH2:23][CH2:24][CH3:25])[C:11]=1[OH:26])(=[O:9])[CH3:8]>C(Cl)(Cl)Cl>[C:7]([C:10]1[CH:22]=[CH:21][C:13]([O:14][CH2:15][C:16](=[NH:20])[O:17][CH2:18][CH3:19])=[C:12]([CH2:23][CH2:24][CH3:25])[C:11]=1[OH:26])(=[O:9])[CH3:8] |f:0.1,2.3|. Run in C(Cl)(Cl)Cl (chloroform). Yields the product C(C)(=O)C1=C(C(=C(OCC(OCC)=N)C=C1)CCC)O (Ethyl 2-(4-acetyl-3-hydroxy-2-propylphenoxy)acetimidate). Run at time 1 hour. Procedure details: 10.2 g (0.121 mole) of sodium hydrogen carbonate are added to a suspension of 40.0 g (0.127 mole) of ethyl 2-(4-acetyl-3-hydroxy-2-propylphenoxy)acetimidate hydrochloride in 1 l of chloroform, and this mixture is stirred for 1 hour. The solid is removed by filtration and the filtrate is concentrated to dryness under reduced pressure. The residue obtained is extracted with a mixture of 100 ml of hexane and 100 ml of isopropyl ether under reflux. This extract, concentrated under reduced pressure, ... Starting materials: C[O-], CO, CCOC(C)=O, Cl, COC(=O)c1cc2c(COCC3COC(C)(C)O3)cn(Cc3ccc(F)cc3F)c2cn1, NO, [Na+]. Product: CC1(C)OCC(COCc2cn(Cc3ccc(F)cc3F)c3cnc(C(=O)NO)cc23)O1. As a reaction SMILES: [CH3:36][O-:37].[CH3:39][OH:40].[CH3:41][CH2:42][O:43][C:44]([CH3:45])=[O:46].[ClH:33].[F:1][c:2]1[c:3]([CH2:4][n:5]2[cH:6][c:7]([CH2:18][O:19][CH2:20][CH:21]3[O:22][C:23]([CH3:26])([CH3:27])[O:24][CH2:25]3)[c:8]3[c:9]2[cH:10][n:11][c:12]([C:14]([O:16][CH3:15])=[O:17])[cH:13]3)[cH:28][cH:29][c:30]([F:32])[cH:31]1.[NH2:34][OH:35].[Na+:38]>>[F:1][c:2]1[c:3]([CH2:4][n:5]2[cH:6][c:7]([CH2:18][O:19][CH2:20][CH:21]3[O:22][C:23]([CH3:26])([CH3:27])[O:24][CH2:25]3)[c:8]3[c:9]2[cH:10][n:11][c:12]([C:14](=[O:16])[NH:34][OH:35])[cH:13]3)[cH:28][cH:29][c:30]([F:32])[cH:31]1. Starting materials: B(Br)(Br)Br (boron tribromide), IC=1C=C2C(C=C(OC2=CC1)C1=CC=C(C=C1)OC)=O (6-iodo-4′-methoxyflavone). Solvent: ClCCl (dichloromethane), ClCCl (dichloromethane). Run at time 30 hour. The product is BrC=1C=C2C(C=C(OC2=CC1)C1=CC=C(C=C1)O)=O (6-bromo-4′-hydroxyflavone). As a reaction SMILES: B(Br)(Br)[Br:2].I[C:6]1[CH:7]=[C:8]2[C:13](=[CH:14][CH:15]=1)[O:12][C:11]([C:16]1[CH:21]=[CH:20][C:19]([O:22]C)=[CH:18][CH:17]=1)=[CH:10][C:9]2=[O:24]>ClCCl>[Br:2][C:6]1[CH:7]=[C:8]2[C:13](=[CH:14][CH:15]=1)[O:12][C:11]([C:16]1[CH:21]=[CH:20][C:19]([OH:22])=[CH:18][CH:17]=1)=[CH:10][C:9]2=[O:24]. Procedure: A dichloromethane solution (4.9 ml) that contained boron tribromide was slowly added to a dichloromethane solution (85 ml) that contained compound 19 (185 mg, 0.489 mmol) while stirring under cooling on ice, and the reaction was then carried out for 30 hours. After completion of the reaction, purified water (80 ml) was added to the reaction solution, and the dichloromethane layer was extracted. The extract was dried over anhydrous sodium sulfate, and the solvent was then distilled away under red...